From a dataset of the Open Reaction Database (ORD), a public repository of structured organic reaction records. describe an organic reaction: reactants, conditions, products, and yield Starting materials: COC(C=CC(C(=O)OCC)=C(C)NC1=CC=CC=C1)=O (4-(1-phenylamino-ethylidene)-pent-2-enedioic acid 5-ethyl ester 1-methyl ester), ethyl ester, C[O-].[Na+] (NaOMe), BrN1C(CCC1=O)=O (N-bromosuccinimide). Run in CO (MeOH). The product is COC(=O)C1=C(N(C(C(=C1)Br)=O)C1=CC=CC=C1)C (5-Bromo-2-methyl-6-oxo-1-phenyl-1,6-dihydro-pyridine-3-carboxylic acid methyl ester). Yield: 38.4%. As a reaction SMILES: C[O:2][C:3](=O)[CH:4]=[CH:5][C:6](=[C:12]([NH:14][C:15]1[CH:20]=[CH:19][CH:18]=[CH:17][CH:16]=1)[CH3:13])[C:7]([O:9][CH2:10]C)=[O:8].C[O-].[Na+].[Br:25]N1C(=O)CCC1=O>CO>[CH3:10][O:9][C:7]([C:6]1[CH:5]=[C:4]([Br:25])[C:3](=[O:2])[N:14]([C:15]2[CH:20]=[CH:19][CH:18]=[CH:17][CH:16]=2)[C:12]=1[CH3:13])=[O:8] |f:1.2|. Reported procedure: MeOH (200 mL) was added to a flask containing 4-(1-phenylamino-ethylidene)-pent-2-enedioic acid 5-ethyl ester 1-methyl ester (5.88 g, 20.3 mmol). NaOMe solution (4.7 mL, 20.3 mmol, 4.375 M in MeOH) and N-bromosuccinimide (4.35 g, 24.4 mmol) were added, and the resulting mixture was refluxed for 1 h. After cooling to r.t., the solvent was evaporated in vacuo. The residue was partitioned between saturated NH4Cl and CH2Cl2. The aqueous layer was extracted with additional CH2Cl2 and the organic laye... The reagents and catalysts are CN(C)C=1C=CN=CC1 (DMAP). Conditions: temperature 0 celsius. Yields the product CN(S(=O)(=O)NCC1=CC=C(C(=O)OC)C=C1)C (Methyl 4-({[(dimethylamino)sulfonyl]amino}methyl)benzoate). Starting materials: CCN(C(C)C)C(C)C (DIEA), CN(S(=O)(=O)Cl)C (Dimethylsulfamoyl chloride), COC(C1=CC=C(C=C1)CN)=O (4-(aminomethyl)benzoic acid methyl ester). As a reaction SMILES: [CH3:1][O:2][C:3](=[O:12])[C:4]1[CH:9]=[CH:8][C:7]([CH2:10][NH2:11])=[CH:6][CH:5]=1.CCN(C(C)C)C(C)C.[CH3:22][N:23]([CH3:28])[S:24](Cl)(=[O:26])=[O:25]>ClCCl.CN(C1C=CN=CC=1)C>[CH3:22][N:23]([CH3:28])[S:24]([NH:11][CH2:10][C:7]1[CH:8]=[CH:9][C:4]([C:3]([O:2][CH3:1])=[O:12])=[CH:5][CH:6]=1)(=[O:26])=[O:25]. Reported procedure: 4-(aminomethyl)benzoic acid methyl ester (0.2676 g, 1.620 mmol) was dissolved in dichloromethane (15 ml). DMAP (0.0248 g, 0.203 mmol) and DIEA (0.35 ml, 2.004 mmol) were added. The solution was cooled to 0° C. Dimethylsulfamoyl chloride (0.18 ml, 1.676 mmol) was added. The reaction was allowed to stir until completion. The reaction was diluted with DCM and washed with aqueous sodium hydrogen carbonate. The aqueous layer was extracted with DCM two times. The combined organic layers were dried ove... Solvent: ClCCl (dichloromethane), C(Cl)Cl (DCM). Reactants: C1(CCCCC1)C(C1=C(OC(=C1)C1=NC(=CC=C1)OC)C)NC1=CC=C(C(=O)O)C=C1 (4-({cyclohexyl[5-(6-methoxypyridin-2-yl)-2-methylfuran-3-yl]methyl}amino)benzoic acid), CNCCC(=O)OCC (ethyl 3-(methylamino)propanoate), Cl.C(C)N=C=NCCCN(C)C (1-ethyl-3-(3-dimethylaminopropyl)carbodiimide hydrochloride), O.OC1=CC=CC=2NN=NC21 (hydroxybenzotriazole monohydrate). The solvent is C(C)(=O)OCC (Ethyl acetate), CN(C=O)C (N,N-dimethylformamide), C(C)N(CC)CC (triethylamine). Run at time 1 hour. Yields the product C1(CCCCC1)C(C1=C(OC(=C1)C1=NC(=CC=C1)OC)C)NC1=CC=C(C=C1)C(=O)N(CCC(=O)O)C (3-[{[4-({cyclohexyl[5-(6-methoxypyridin-2-yl)-2-methylfuran-3-yl]methyl}amino)phenyl]carbonyl}(methyl)amino]propanoic acid). Yield: 85.5%. As a reaction SMILES: [CH:1]1([CH:7]([NH:22][C:23]2[CH:31]=[CH:30][C:26](C(O)=O)=[CH:25][CH:24]=2)[C:8]2[CH:12]=[C:11]([C:13]3[CH:18]=[CH:17][CH:16]=[C:15]([O:19][CH3:20])[N:14]=3)[O:10][C:9]=2[CH3:21])[CH2:6][CH2:5][CH2:4][CH2:3][CH2:2]1.[CH3:32][NH:33][CH2:34][CH2:35][C:36]([O:38]CC)=[O:37].Cl.C(N=C=NCCCN(C)C)C.O.[OH:54][C:55]1C2N=NNC=2C=CC=1>CN(C)C=O.C(OCC)(=O)C.C(N(CC)CC)C>[CH:1]1([CH:7]([NH:22][C:23]2[CH:24]=[CH:25][C:26]([C:55]([N:33]([CH3:32])[CH2:34][CH2:35][C:36]([OH:38])=[O:37])=[O:54])=[CH:30][CH:31]=2)[C:8]2[CH:12]=[C:11]([C:13]3[CH:18]=[CH:17][CH:16]=[C:15]([O:19][CH3:20])[N:14]=3)[O:10][C:9]=2[CH3:21])[CH2:2][CH2:3][CH2:4][CH2:5][CH2:6]1 |f:2.3,4.5|. Procedure details: A solution of 4-({cyclohexyl[5-(6-methoxypyridin-2-yl)-2-methylfuran-3-yl]methyl}amino)benzoic acid (210 mg), ethyl 3-(methylamino)propanoate (79 mg), 1-ethyl-3-(3-dimethylaminopropyl)carbodiimide hydrochloride (115 mg), hydroxybenzotriazole monohydrate (92 mg) and triethylamine (84 μL) in N,N-dimethylformamide (10 mL) was stirred at room temperature for 4 hr. Ethyl acetate was added, the mixture was washed with saturated aqueous sodium hydrogen carbonate solution and water, and the organic laye... Starting materials: COc1cc2c(c3c1OC(C)(C)C3)C(c1cccc(Br)c1)=NC(C)(C)C2, COC(=O)c1cc(B2OC(C)(C)C(C)(C)O2)ccc1N, COCCOC, CCO, [Na+], [Na+], O=C([O-])[O-], O, c1ccc(P(c2ccccc2)(c2ccccc2)[Pd](P(c2ccccc2)(c2ccccc2)c2ccccc2)(P(c2ccccc2)(c2ccccc2)c2ccccc2)P(c2ccccc2)(c2ccccc2)c2ccccc2)cc1. Product: COC(=O)c1cc(-c2cccc(C3=NC(C)(C)Cc4cc(OC)c5c(c43)CC(C)(C)O5)c2)ccc1N. As a reaction SMILES: [Br:1][c:2]1[cH:3][c:4]([C:8]2=[N:9][C:10]([CH3:25])([CH3:26])[CH2:11][c:12]3[cH:13][c:14]([O:23][CH3:24])[c:15]4[c:16]([c:17]32)[CH2:18][C:19]([CH3:21])([CH3:22])[O:20]4)[cH:5][cH:6][cH:7]1.[CH3:27][O:28][C:29]([c:30]1[c:31]([NH2:45])[cH:32][cH:33][c:34]([B:36]2[O:37][C:38]([CH3:39])([CH3:40])[C:41]([CH3:42])([CH3:43])[O:44]2)[cH:35]1)=[O:46].[CH3:53][O:54][CH2:55][CH2:56][O:57][CH3:58].[CH3:59][CH2:60][OH:61].[Na+:47].[Na+:48].[O-:49][C:50](=[O:51])[O-:52].[OH2:62].[cH:63]1[cH:64][cH:65][c:66]([P:67]([Pd:68]([P:69]([c:70]2[cH:71][cH:72][cH:73][cH:74][cH:75]2)([c:76]2[cH:77][cH:78][cH:79][cH:80][cH:81]2)[c:82]2[cH:83][cH:84][cH:85][cH:86][cH:87]2)([P:88]([c:89]2[cH:90][cH:91][cH:92][cH:93][cH:94]2)([c:95]2[cH:96][cH:97][cH:98][cH:99][cH:100]2)[c:101]2[cH:102][cH:103][cH:104][cH:105][cH:106]2)[P:107]([c:108]2[cH:109][cH:110][cH:111][cH:112][cH:113]2)([c:114]2[cH:115][cH:116][cH:117][cH:118][cH:119]2)[c:120]2[cH:121][cH:122][cH:123][cH:124][cH:125]2)([c:126]2[cH:127][cH:128][cH:129][cH:130][cH:131]2)[c:132]2[cH:133][cH:134][cH:135][cH:136][cH:137]2)[cH:138][cH:139]1>>[c:2]1(-[c:34]2[cH:33][cH:32][c:31]([NH2:45])[c:30]([C:29]([O:28][CH3:27])=[O:46])[cH:35]2)[cH:3][c:4]([C:8]2=[N:9][C:10]([CH3:25])([CH3:26])[CH2:11][c:12]3[cH:13][c:14]([O:23][CH3:24])[c:15]4[c:16]([c:17]32)[CH2:18][C:19]([CH3:21])([CH3:22])[O:20]4)[cH:5][cH:6][cH:7]1. Starting materials: C1(=CC=CC=C1)CCC(=O)N=C=S (3-Phenylpropanoyl isothiocyanate), S(=O)(Cl)Cl (thionyl chloride), C1(=CC=CC=C1)CCC(=O)O (3-phenylpropanoic acid), C1(=CC=CC=C1)CCC(=O)Cl (3-phenylpropanoyl chloride), COC=1C=C2C(=CC=NC2=CC1OC)OC1=C(C=C(N)C=C1)F (4-[(6,7-Dimethoxy-4-quinolyl)oxy]-3-fluoroaniline). Solvent: C(C)O (ethanol), C1(=CC=CC=C1)C (Toluene), C(C)O (ethanol), C1(=CC=CC=C1)C (toluene). Conditions: temperature 100 celsius, time 2 hour. Yields the product COC=1C=C2C(=CC=NC2=CC1OC)OC1=C(C=C(C=C1)NC(=S)NC(CCC1=CC=CC=C1)=O)F (N-{4-[(6,7-Dimethoxy-4-quinolyl)oxy]-3-fluorophenyl}-N′-(3-phenylpropanoyl)thiourea). Isolated yield 71.0%. As a reaction SMILES: S(Cl)(Cl)=O.C1(CCC(O)=O)C=CC=CC=1.C1(CCC(Cl)=O)C=CC=CC=1.[C:27]1([CH2:33][CH2:34][C:35]([N:37]=[C:38]=[S:39])=[O:36])[CH:32]=[CH:31][CH:30]=[CH:29][CH:28]=1.[CH3:40][O:41][C:42]1[CH:43]=[C:44]2[C:49](=[CH:50][C:51]=1[O:52][CH3:53])[N:48]=[CH:47][CH:46]=[C:45]2[O:54][C:55]1[CH:61]=[CH:60][C:58]([NH2:59])=[CH:57][C:56]=1[F:62]>C(O)C.C1(C)C=CC=CC=1>[CH3:40][O:41][C:42]1[CH:43]=[C:44]2[C:49](=[CH:50][C:51]=1[O:52][CH3:53])[N:48]=[CH:47][CH:46]=[C:45]2[O:54][C:55]1[CH:61]=[CH:60][C:58]([NH:59][C:38]([NH:37][C:35](=[O:36])[CH2:34][CH2:33][C:27]2[CH:32]=[CH:31][CH:30]=[CH:29][CH:28]=2)=[S:39])=[CH:57][C:56]=1[F:62]. Procedure details: Toluene (20 ml) and thionyl chloride (1 ml) were added to commercially available 3-phenylpropanoic acid (80 mg), and the mixture was heated at 100° C. for one hr. The solvent was removed by distillation, and 3-phenylpropanoyl isothiocyanate was prepared using the resultant 3-phenylpropanoyl chloride as a starting compound according to the description of the literature. 3-Phenylpropanoyl isothiocyanate was dissolved in ethanol (1 ml) to prepare a solution. 4-[(6,7-Dimethoxy-4-quinolyl)oxy]-3-fluo... Starting materials: NC1CC(N(C1)C(C(=O)N)CC)=O (2-[4-amino-2-oxo-1-pyrrolidinyl]butanamide), [N-]=[N+]=[N-].[Na+] (NaN3), CC(=O)O (AcOH). Yields the product O=C1N(CC(C1)N1N=NN=C1)C(C(=O)N)CC (2-[2-oxo-4-(1H-tetrazol-1-yl)-1pyrrolidinyl]butanamide). As a reaction SMILES: [NH2:1][CH:2]1[CH2:6][N:5]([CH:7]([CH2:11][CH3:12])[C:8]([NH2:10])=[O:9])[C:4](=[O:13])[CH2:3]1.[N-:14]=[N+:15]=[N-:16].[Na+].[CH3:18]C(O)=O>>[O:13]=[C:4]1[CH2:3][CH:2]([N:1]2[CH:18]=[N:16][N:15]=[N:14]2)[CH2:6][N:5]1[CH:7]([CH2:11][CH3:12])[C:8]([NH2:10])=[O:9] |f:1.2|. Reported procedure: Alternatively to §5.6, reaction of 2-[4-amino-2-oxo-1-pyrrolidinyl]butanamide with triethyl orthoformiate, NaN3 and AcOH provided 2-[2-oxo-4-(1H-tetrazol-1-yl)-1pyrrolidinyl]butanamide 67.